describe an organic reaction: reactants, conditions, products, and yield From a dataset of the Open Reaction Database (ORD), a public repository of structured organic reaction records. The reactants are BrC=1C=C2C[C@H](CC2=CC1)C(=O)O ((S)-5-Bromo-indan-2-carboxylic acid), O (water). The solvent is C1CCOC1 (THF), C1CCOC1 (THF). Conditions: temperature 1 celsius. The product is BrC=1C=C2C[C@H](CC2=CC1)CO (((S)-5-bromo-indan-2-yl)-methanol). Yield: 99.2%. As a reaction SMILES: [Br:1][C:2]1[CH:3]=[C:4]2[C:8](=[CH:9][CH:10]=1)[CH2:7][C@H:6]([C:11](O)=[O:12])[CH2:5]2.O>C1COCC1>[Br:1][C:2]1[CH:3]=[C:4]2[C:8](=[CH:9][CH:10]=1)[CH2:7][C@H:6]([CH2:11][OH:12])[CH2:5]2. Procedure details: (S)-5-Bromo-indan-2-carboxylic acid (12.65 mmol) was dissolved in dry THF (75 mL). The mixture was cooled with stirring to 0-2° C. under argon. 1M BH3 in THF (18.4 mL; 18.4 mmol) was added via syringe at a rapid dropwise rate. The mixture was stirred at 0° C. for 30 minutes then allowed to warm to rt and stir for 90 minutes. The reaction mixture was cooled again to 0° C. and treated carefully with 10 mL of water. Volatiles were removed under reduced pressure and the residue partitioned between d... Starting materials: BrC=1C(=C(C(=O)C(C(=O)OCC)C(=O)OCC)C=C(C1F)F)Cl (diethyl 2-(3-bromo-2-chloro-4,5-difluorobenzoyl)malonate), C1(=CC=C(C=C1)S(=O)(=O)O)C (p-toluenesulfonic acid). The solvent is O (water). The product is BrC=1C(=C(C(=O)CC(=O)OCC)C=C(C1F)F)Cl (Ethyl 2-(3-bromo-2-chloro-4,5-difluorobenzoyl)acetate). Yield: 48.3%. RXN SMILES: [Br:1][C:2]1[C:3]([Cl:23])=[C:4]([CH:18]=[C:19]([F:22])[C:20]=1[F:21])[C:5]([CH:7](C(OCC)=O)[C:8]([O:10][CH2:11][CH3:12])=[O:9])=[O:6].C1(C)C=CC(S(O)(=O)=O)=CC=1>O>[Br:1][C:2]1[C:3]([Cl:23])=[C:4]([CH:18]=[C:19]([F:22])[C:20]=1[F:21])[C:5]([CH2:7][C:8]([O:10][CH2:11][CH3:12])=[O:9])=[O:6]. Procedure: To an emulsion of diethyl 2-(3-bromo-2-chloro-4,5-difluorobenzoyl)malonate (11.44 g) in water (16 ml) was added p-toluenesulfonic acid (15 mg) and refluxed for 3 hours with stirring vigorously. After cooling, the reaction mixture was extracted with dichloromethane. The organic layer was washed with water, dried over anhydrous sodium sulfate and concentrated. The residue was purified by silica gel chromatography eluting with dichloromethane-n-hexane (1:1) to give the title compound (4.56 g), mp 4... Starting materials: CC(C)(C)[Si](C)(C)OC1CCC(O)C1, CCOC(=O)N=NC(=O)OCC, C1CCOC1, c1ccc(P(c2ccccc2)c2ccccc2)cc1, [N-]=[N+]=NP(=O)(c1ccccc1)c1ccccc1. Yields the product CC(C)(C)[Si](C)(C)OC1CCC(N=[N+]=[N-])C1. RXN SMILES: [C:1]([CH3:2])([CH3:3])([CH3:4])[Si:5]([O:6][CH:7]1[CH2:8][CH:9]([OH:12])[CH2:10][CH2:11]1)([CH3:13])[CH3:14].[O:34]=[C:35]([O:36][CH2:37][CH3:38])[N:39]=[N:40][C:41]([O:42][CH2:43][CH3:44])=[O:45].[O:63]1[CH2:64][CH2:65][CH2:66][CH2:67]1.[c:15]1([P:16]([c:17]2[cH:18][cH:19][cH:20][cH:21][cH:22]2)[c:23]2[cH:24][cH:25][cH:26][cH:27][cH:28]2)[cH:29][cH:30][cH:31][cH:32][cH:33]1.[c:46]1([P:47]([c:48]2[cH:49][cH:50][cH:51][cH:52][cH:53]2)(=[O:54])[N:60]=[N+:61]=[N-:62])[cH:55][cH:56][cH:57][cH:58][cH:59]1>>[C:1]([CH3:2])([CH3:3])([CH3:4])[Si:5]([O:6][CH:7]1[CH2:8][CH:9]([N:60]=[N+:61]=[N-:62])[CH2:10][CH2:11]1)([CH3:13])[CH3:14]. Starting materials: C1(=CC=CC=C1)C (toluene), S(O)(O)(=O)=O (sulfuric acid), OC1=C(C(=CC=C1)OC)CCO (2-(2-hydroxy-6-methoxyphenyl)ethanol), C(C)O (ethanol). Solvent: O (water), C(C)(=O)O (acetic acid). Conditions: time 5 minute. Yields the product C(C)(=O)OCCC1=C(C=CC=C1OC)O (2-(2-hydroxy-6-methoxyphenyl)ethyl acetate). The yield is 47.6%. Reaction SMILES: S(=O)(=O)(O)O.[OH:6][C:7]1[CH:12]=[CH:11][CH:10]=[C:9]([O:13][CH3:14])[C:8]=1[CH2:15][CH2:16][OH:17].[CH2:18]([OH:20])[CH3:19].C1(C)C=CC=CC=1>C(O)(=O)C.O>[C:18]([O:17][CH2:16][CH2:15][C:8]1[C:9]([O:13][CH3:14])=[CH:10][CH:11]=[CH:12][C:7]=1[OH:6])(=[O:20])[CH3:19]. Reported procedure: 1.0 mL (1.8 g, 18 mmol) of concentrated sulfuric acid was added dropwise to a solution of 0.27 g (1.6 mmol) of 2-(2-hydroxy-6-methoxyphenyl)ethanol in 5.0 mL of acetic acid while being cooled on an ice-water bath. This mixture was stirred under room temperature for 5 minutes and 6.0 mL (4.7 g, 102 mmol) of ethanol was added dropwise thereto. 20 mL of toluene and 20 mL of water were added to this mixture and after stirred for 5 minutes, the mixture was transferred to a separatory funnel and settl... Starting materials: CCC(C)CO, CC(C)C(NC(=O)Cc1ccccc1)C(=O)O. Product: CCC(C)COC(=O)C(NC(=O)Cc1ccccc1)C(C)C. RXN SMILES: [CH3:18][CH2:19][CH:20]([CH3:21])[CH2:22][OH:23].[c:1]1([CH2:7][C:8](=[O:9])[NH:10][CH:11]([CH:12]([CH3:13])[CH3:14])[C:15](=[O:16])[OH:17])[cH:2][cH:3][cH:4][cH:5][cH:6]1>>[c:1]1([CH2:7][C:8](=[O:9])[NH:10][CH:11]([CH:12]([CH3:13])[CH3:14])[C:15]([O:16][CH2:22][CH:20]([CH2:19][CH3:18])[CH3:21])=[O:17])[cH:2][cH:3][cH:4][cH:5][cH:6]1. Reactants: Cc1cc(OCC(=O)N2C(=O)OCC2Cc2ccccc2)ccc1F, C=CCI, C1CCOC1, C[Si](C)(C)[N-][Si](C)(C)C, [Cl-], [Li+], [NH4+]. The product is C=CCC(Oc1ccc(F)c(C)c1)C(=O)N1C(=O)OCC1Cc1ccccc1. As a reaction SMILES: [CH2:11]([c:12]1[cH:13][cH:14][cH:15][cH:16][cH:17]1)[CH:18]1[N:19]([C:24]([CH2:25][O:26][c:27]2[cH:28][c:29]([CH3:34])[c:30]([F:33])[cH:31][cH:32]2)=[O:35])[C:20](=[O:23])[O:21][CH2:22]1.[CH2:36]([CH:37]=[CH2:38])[I:39].[CH2:42]1[O:43][CH2:44][CH2:45][CH2:46]1.[CH3:1][Si:2]([N-:3][Si:4]([CH3:5])([CH3:6])[CH3:7])([CH3:8])[CH3:9].[Cl-:40].[Li+:10].[NH4+:41]>>[CH2:11]([c:12]1[cH:13][cH:14][cH:15][cH:16][cH:17]1)[CH:18]1[N:19]([C:24]([CH:25]([O:26][c:27]2[cH:28][c:29]([CH3:34])[c:30]([F:33])[cH:31][cH:32]2)[CH2:38][CH:37]=[CH2:36])=[O:35])[C:20](=[O:23])[O:21][CH2:22]1.